Dataset: the Open Reaction Database (ORD), a public repository of structured organic reaction records. Task: describe an organic reaction: reactants, conditions, products, and yield Starting materials: C1(=CC=CC=C1)C=1C(=NC=2N(C1)C=CN2)C2=CC=C(C=C2)C(C)O (1-[4-(6-phenylimidazo[1,2-a]pyrimidin-7-yl)phenyl]ethanol), P(Br)(Br)Br (PBr3). The solvent is ClCCl (dichloromethane). Reaction conditions: temperature 0 celsius, time 24 hour. The product is BrC(C)C1=CC=C(C=C1)C1=NC=2N(C=C1C1=CC=CC=C1)C=CN2 (7-[4-(1-bromoethyl)phenyl]-6-phenylimidazo[1,2-a]pyrimidine). Reaction SMILES: [C:1]1([C:7]2[C:8]([C:16]3[CH:21]=[CH:20][C:19]([CH:22](O)[CH3:23])=[CH:18][CH:17]=3)=[N:9][C:10]3[N:11]([CH:13]=[CH:14][N:15]=3)[CH:12]=2)[CH:6]=[CH:5][CH:4]=[CH:3][CH:2]=1.P(Br)(Br)[Br:26]>ClCCl>[Br:26][CH:22]([C:19]1[CH:20]=[CH:21][C:16]([C:8]2[C:7]([C:1]3[CH:6]=[CH:5][CH:4]=[CH:3][CH:2]=3)=[CH:12][N:11]3[CH:13]=[CH:14][N:15]=[C:10]3[N:9]=2)=[CH:17][CH:18]=1)[CH3:23]. Procedure details: 100 mg of the product of step 1 are dissolved in dichloromethane, cooled to 0° C. and 86 mg PBr3 are added. The mixture is stirred at room temperature for 24 h. Ice is added, the mixture extracted with dichloromethane and water, the organic layer are dried over Na2SO4 and the solvent is evaporated. Starting materials: S1C(=CC=C1)[Mg]Br (thienyl magnesium bromide), [Mg] (magnesium), BrC=1SC=CC1 (2-bromothiophene), Cl (hydrochloric acid), ice, BrC(=C)CBr (2,3-dibromopropene). Solvent: CC(=O)C.C(=O)=O (acetone dry-ice), CCOCC (ether), CC(=O)C.C(=O)=O (acetone dry-ice), C(C)OCC (ethyl ether). Conditions: time 1.5 hour. The product is BrC(=C)CC=1SC=CC1 (2-Bromo-3-(2-thienyl)-1-propene). Reaction SMILES: [Br:1][C:2]([CH2:4]Br)=[CH2:3].[S:6]1[CH:10]=[CH:9][CH:8]=[C:7]1[Mg]Br.[Mg].BrC1SC=CC=1.Cl>CC(C)=O.C(=O)=O.CCOCC>[Br:1][C:2]([CH2:4][C:7]1[S:6][CH:10]=[CH:9][CH:8]=1)=[CH2:3] |f:5.6|. Procedure: A 1000 ml 3-necked round-bottomed flask was fitted with a mechanical stirrer through a mineral oil sealed bearing, a reflux condenser and a 1000 ml addition funnel. A mixture of 70 g of 2,3-dibromopropene and 100 ml of dry ethyl ether was added. The flask was now cooled to 0° C. in acetone/dry-ice and a solution of thienyl magnesium bromide, prepared from 7.8 of magnesium 50 g of 2-bromothiophene (0.31 mol) and 260 ml of dry ether was added at such a rate so that the temperature did not exceed 3... The reactants are CC(C)O, Cl, CCC(C)C(N)C(=O)O. Product: Cl, CCC(C)C(N)C(=O)OC(C)C. RXN SMILES: [CH:11]([CH3:12])([CH3:13])[OH:14].[ClH:10].[NH2:1][CH:2]([CH:3]([CH3:4])[CH2:5][CH3:6])[C:7](=[O:8])[OH:9]>>[ClH:10].[NH2:1][CH:2]([CH:3]([CH3:4])[CH2:5][CH3:6])[C:7]([O:8][CH:11]([CH3:12])[CH3:13])=[O:9]. Starting materials: COC(C[C@H]1CCCC=2C3=CC(=CC(=C3N(C12)[C@@H](C)C1=CC=C(C=C1)C(F)(F)F)S(=O)(=O)C)F)=O (methyl((1R)-6-fluoro-8-(methylsulfonyl)-9-{(1S)-1-[4-(trifluoro-methyl)phenyl]ethyl}-2,3,4,9-tetrahydro-1H-carbazol-1-yl)acetate), COC(C[C@H]1CCCC=2C3=CC(=CC(=C3N(C12)[C@@H](C)C1=CC=C(C=C1)C(F)(F)F)S(=O)(=O)C)F)=O (methyl((1R)-6-fluoro-8-(methylsulfonyl)-9-{(1S)-1-[4-(trifluoro-methyl)phenyl]ethyl}-2,3,4,9-tetrahydro-1H-carbazol-1-yl)acetate), C1CCOC1.CO (THF MeOH), [Li+].[OH-] (LiOH). The solvent is CC(=O)O (AcOH). Yields the product FC=1C=C2C=3CCC[C@@H](C3N(C2=C(C1)S(=O)(=O)C)[C@@H](C)C1=CC=C(C=C1)C(F)(F)F)CC(=O)O (((1R)-6-fluoro-8-(methylsulfonyl)-9-{(1S)-1-[4-(trifluoromethyl)phenyl]ethyl}-2,3,4,9-tetrahydro-1H-carbazol-1-yl)acetic acid). RXN SMILES: C[O:2][C:3](=[O:35])[CH2:4][C@@H:5]1[C:17]2[N:16]([C@H:18]([C:20]3[CH:25]=[CH:24][C:23]([C:26]([F:29])([F:28])[F:27])=[CH:22][CH:21]=3)[CH3:19])[C:15]3[C:10](=[CH:11][C:12]([F:34])=[CH:13][C:14]=3[S:30]([CH3:33])(=[O:32])=[O:31])[C:9]=2[CH2:8][CH2:7][CH2:6]1.C1COCC1.CO.[Li+].[OH-]>CC(O)=O>[F:34][C:12]1[CH:11]=[C:10]2[C:15](=[C:14]([S:30]([CH3:33])(=[O:31])=[O:32])[CH:13]=1)[N:16]([C@H:18]([C:20]1[CH:25]=[CH:24][C:23]([C:26]([F:29])([F:27])[F:28])=[CH:22][CH:21]=1)[CH3:19])[C:17]1[C@@H:5]([CH2:4][C:3]([OH:35])=[O:2])[CH2:6][CH2:7][CH2:8][C:9]2=1 |f:1.2,3.4|. Procedure: To a solution of the above ester (1 eq) in a 3.5/1 mixture of THF/MeOH (0.25M) at 0° C. was slowly added aqueous LiOH 1N (1 eq) and the mixture was stirred at 0° C. for 16 h or until almost complete hydrolysis of the ester; under these conditions, the other minor diastereomer has a much slower rate of hydrolysis. AcOH was added and the solvent was removed in vacuo. The residue was taken up in EtOAc/H2O and the organic layer was washed with brine, dried over Na2SO4 filtered and concentrated. To r...